This data is from the Open Reaction Database (ORD), a public repository of structured organic reaction records. The task is: describe an organic reaction: reactants, conditions, products, and yield Starting materials: thiolate, O1C(CC1)=O (oxetanone), C[C@@H]1C(O[C@H]1CCCCC1=CC=CC=C1)=O ((3S,4S)-3-Methyl-4-(4-phenylbutyl)oxetan-2-one), COC=1C=C(C=CC1OC)S (3,4-dimethoxybenzenethiol), [OH-].[Na+] (sodium hydroxide), Cl.CCOCC (HCl ether). The solvent is CO (Methanol), C(C)(C)O (isopropanol), C(C)(C)O (isopropanol). Reaction conditions: temperature 0 celsius, time 5 minute. Product: COC=1C=C(C=CC1OC)S[C@@H]([C@@H](C(=O)O)C)CCCCC1=CC=CC=C1 ((2R,3R)-3-(3,4-dimethoxyphenylsulfanyl)-2-methyl-7-phenylheptanoic acid). The yield is 69.3%. Reaction SMILES: [CH3:1][O:2][C:3]1[CH:4]=[C:5]([SH:11])[CH:6]=[CH:7][C:8]=1[O:9][CH3:10].[OH-].[Na+].[CH3:14][C@H:15]1[C@H:18]([CH2:19][CH2:20][CH2:21][CH2:22][C:23]2[CH:28]=[CH:27][CH:26]=[CH:25][CH:24]=2)[O:17][C:16]1=[O:29].O1CCC1=O.Cl.CCOCC>C(O)(C)C.CO>[CH3:1][O:2][C:3]1[CH:4]=[C:5]([S:11][C@H:18]([CH2:19][CH2:20][CH2:21][CH2:22][C:23]2[CH:24]=[CH:25][CH:26]=[CH:27][CH:28]=2)[C@H:15]([CH3:14])[C:16]([OH:29])=[O:17])[CH:6]=[CH:7][C:8]=1[O:9][CH3:10] |f:1.2,5.6|. Reported procedure: A solution of 3,4-dimethoxybenzenethiol (0.33 g, 1.9 mmol) in isopropanol (3 mL) is cooled in an ice-bath and 1 M sodium hydroxide (1.4 mL, 1.4 mmol) is added over 2 minutes. (3S,4S)-3-Methyl-4-(4-phenylbutyl)oxetan-2-one (0.28 g, 1.3 mmol) is dissolved in isopropanol (3 mL) and cooled to 0° C. Then the thiolate is added to the oxetanone solution over 3 minutes. This mixture is stirred with ice cooling for 5 minutes and then allowed to come to room temperature and stir 3 hours. The reaction is t... The reactants are C(C)(C)(C)OC([C@@H](N)CC1=CC=C(C=C1)O)=O (L-tyrosine tert-butyl ester), FC1=C(C(=O)Cl)C(=CC=C1)F (2,6-difluorobenzoyl chloride). Yields the product C(C)(C)(C)OC([C@@H](NC(C1=C(C=CC=C1F)F)=O)CC1=CC=C(C=C1)O)=O (N-(2,6-difluorobenzoyl)-L-tyrosine tert-butyl ester). Reaction SMILES: [C:1]([O:5][C:6](=[O:17])[C@H:7]([CH2:9][C:10]1[CH:15]=[CH:14][C:13]([OH:16])=[CH:12][CH:11]=1)[NH2:8])([CH3:4])([CH3:3])[CH3:2].[F:18][C:19]1[CH:27]=[CH:26][CH:25]=[C:24]([F:28])[C:20]=1[C:21](Cl)=[O:22]>>[C:1]([O:5][C:6](=[O:17])[C@H:7]([CH2:9][C:10]1[CH:15]=[CH:14][C:13]([OH:16])=[CH:12][CH:11]=1)[NH:8][C:21](=[O:22])[C:20]1[C:19]([F:18])=[CH:27][CH:26]=[CH:25][C:24]=1[F:28])([CH3:4])([CH3:2])[CH3:3]. Procedure: L-tyrosine tert-butyl ester (10.0 g) was acylated with 2,6-difluorobenzoyl chloride in a similar manner as described Example 1-(5) to give N-(2,6-difluorobenzoyl)-L-tyrosine tert-butyl ester (15.9 g). mp. 145-148° C.; IR (Nujol) 1728, 1638 cm−1; MS (APCI) m/z 395 (M+NH4), 378 (M+H). The reactants are CC(C)OP(=O)(CP(=O)(OC(C)C)OC(C)C)OC(C)C, CNC, CO. Product: C=C(P(=O)(OC(C)C)OC(C)C)P(=O)(OC(C)C)OC(C)C. RXN SMILES: [CH2:1]([P:2]([O:3][CH:4]([CH3:5])[CH3:6])([O:7][CH:8]([CH3:9])[CH3:10])=[O:11])[P:12]([O:13][CH:14]([CH3:15])[CH3:16])([O:17][CH:18]([CH3:19])[CH3:20])=[O:21].[CH3:22][NH:23][CH3:24].[CH3:25][OH:26]>>[C:1]([P:2]([O:3][CH:4]([CH3:5])[CH3:6])([O:7][CH:8]([CH3:9])[CH3:10])=[O:11])([P:12]([O:13][CH:14]([CH3:15])[CH3:16])([O:17][CH:18]([CH3:19])[CH3:20])=[O:21])=[CH2:22]. The reactants are C(CCC)C1=NOC(=C1CCC=1SC(=C(N1)C)C(=O)O)C (2-[2-(3-butyl-5-methyl-isoxazol-4-yl)-ethyl]-4-methyl-thiazole-5-carboxylic acid), F[B-](F)(F)F.N1(N=NC2=C1C=CC=C2)OC(=[N+](C)C)N(C)C (2-(1H-benzotriazole-1-yl)-1,1,3,3-tetramethyluronium tetrafluoroborate), C(C)(C)N(C(C)C)CC (N,N-diisopropyl ethyl amine), NCC(C)(O)C (1-amino-2-methyl-propan-2-ol). Run in CN(C)C=O (DMF). Conditions: time 15 hour. Yields the product OC(CNC(=O)C1=C(N=C(S1)CCC=1C(=NOC1C)CCCC)C)(C)C (2-[2-(3-Butyl-5-methyl-isoxazol-4-yl)-ethyl]-4-methyl-thiazole-5-carboxylic acid (2-hydroxy-2-methyl-propyl)-amide). Isolated yield 55.7%. As a reaction SMILES: [CH2:1]([C:5]1[C:9]([CH2:10][CH2:11][C:12]2[S:13][C:14]([C:18]([OH:20])=O)=[C:15]([CH3:17])[N:16]=2)=[C:8]([CH3:21])[O:7][N:6]=1)[CH2:2][CH2:3][CH3:4].F[B-](F)(F)F.N1(OC(N(C)C)=[N+](C)C)C2C=CC=CC=2N=N1.C(N(CC)C(C)C)(C)C.[NH2:53][CH2:54][C:55]([CH3:58])([OH:57])[CH3:56]>CN(C=O)C>[OH:57][C:55]([CH3:58])([CH3:56])[CH2:54][NH:53][C:18]([C:14]1[S:13][C:12]([CH2:11][CH2:10][C:9]2[C:5]([CH2:1][CH2:2][CH2:3][CH3:4])=[N:6][O:7][C:8]=2[CH3:21])=[N:16][C:15]=1[CH3:17])=[O:20] |f:1.2|. Reported procedure: To a solution of 2-[2-(3-butyl-5-methyl-isoxazol-4-yl)-ethyl]-4-methyl-thiazole-5-carboxylic acid (80 mg, 0.26 mmol) in DMF (4 mL) were added 2-(1H-benzotriazole-1-yl)-1,1,3,3-tetramethyluronium tetrafluoroborate (92 mg, 0.29 mmol), N,N-diisopropyl ethyl amine (168 mg, 1.3 mmol) and 1-amino-2-methyl-propan-2-ol (25 mg, 0.29 mmol). The resulting reaction mixture was stirred for 15 h and then evaporated. Purification by chromatography (silica, 0 to 10% methanol in dichloromethane) afforded the tit... Reactants: O=C1C(=O)N2CCOc3cc(Cl)cc1c32, [Na+], [OH-], O, OO. Product: O=C(O)c1cc(Cl)cc2c1NCCO2. RXN SMILES: [Cl:1][c:2]1[cH:3][c:4]2[c:5]3[c:12]([cH:13]1)[C:11](=[O:14])[C:10](=[O:15])[N:6]3[CH2:7][CH2:8][O:9]2.[Na+:17].[OH-:16].[OH2:20].[OH:18][OH:19]>>[Cl:1][c:2]1[cH:3][c:4]2[c:5]([c:12]([C:11]([OH:14])=[O:16])[cH:13]1)[NH:6][CH2:7][CH2:8][O:9]2. The reactants are BrCCOCCN1S(N(C2=C1C=CC=C2)C2=C(C=C(C=C2)F)F)(=O)=O (1-[2-(2-bromoethoxy)ethyl]-3-(2,4-difluorophenyl)-1,3-dihydro-2,1,3-benzothiadiazole 2,2-dioxide), N (ammonia). Solvent: CO (methanol). The product is FC1=C(C=CC(=C1)F)N1S(N(C2=C1C=CC=C2)CCOCCN)(=O)=O (2-{2-[3-(2,4-difluorophenyl)-2,2-dioxido-2,1,3-benzothiadiazol-1(3H)-yl]ethoxy}ethanamine). As a reaction SMILES: Br[CH2:2][CH2:3][O:4][CH2:5][CH2:6][N:7]1[C:11]2[CH:12]=[CH:13][CH:14]=[CH:15][C:10]=2[N:9]([C:16]2[CH:21]=[CH:20][C:19]([F:22])=[CH:18][C:17]=2[F:23])[S:8]1(=[O:25])=[O:24].[NH3:26]>CO>[F:23][C:17]1[CH:18]=[C:19]([F:22])[CH:20]=[CH:21][C:16]=1[N:9]1[C:10]2[CH:15]=[CH:14][CH:13]=[CH:12][C:11]=2[N:7]([CH2:6][CH2:5][O:4][CH2:3][CH2:2][NH2:26])[S:8]1(=[O:25])=[O:24]. Procedure details: In an analogous manner to general procedure V, 1-[2-(2-bromoethoxy)ethyl]-3-(2,4-difluorophenyl)-1,3-dihydro-2,1,3-benzothiadiazole 2,2-dioxide (0.53 g, 1.2 mmol) was treated with 7N ammonia in methanol to give 2-{2-[3-(2,4-difluorophenyl)-2,2-dioxido-2,1,3-benzothiadiazol-1(3H)-yl]ethoxy}ethanamine which was treated with 1N hydrochloric acid in ether to afford its hydrochloride salt as a white solid (0.042 g, 8.6%). MS (ES) m/z 369.9 ([M+H]+). The reactants are CC(=O)c1cc(Cl)ccc1NS(=O)(=O)C(F)(F)F, CN(C)CCN, CC(=O)O, CCO, O=C1c2ccccc2C(=O)N1OCc1ccc(Cl)s1. Yields the product CC(=NOCc1ccc(Cl)s1)c1cc(Cl)ccc1NS(=O)(=O)C(F)(F)F. Reaction SMILES: [C:30]([CH3:31])(=[O:32])[c:33]1[c:34]([NH:40][S:41](=[O:42])(=[O:43])[C:44]([F:45])([F:46])[F:47])[cH:35][cH:36][c:37]([Cl:39])[cH:38]1.[CH3:1][N:2]([CH3:3])[CH2:4][CH2:5][NH2:6].[CH3:26][C:27](=[O:28])[OH:29].[CH3:48][CH2:49][OH:50].[Cl:7][c:8]1[cH:9][cH:10][c:11]([CH2:13][O:14][N:15]2[C:16](=[O:17])[c:18]3[cH:19][cH:20][cH:21][cH:22][c:23]3[C:24]2=[O:25])[s:12]1>>[Cl:7][c:8]1[cH:9][cH:10][c:11]([CH2:13][O:14][N:15]=[C:30]([CH3:31])[c:33]2[c:34]([NH:40][S:41](=[O:42])(=[O:43])[C:44]([F:45])([F:46])[F:47])[cH:35][cH:36][c:37]([Cl:39])[cH:38]2)[s:12]1. Starting materials: C(C)OC(CCCC1=CC=C(C=C1)NC1=NC(=NC(=C1)C1=C(C=CC(=C1)Cl)OCC)N)=O (4-{4-[2-amino-6-(5-chloro-2-ethoxy-phenyl)-pyrimidin-4-ylamino]-phenyl}-butyric acid ethyl ester), [OH-].[Na+] (sodium hydroxide), [Cl-].[Na+] (sodium chloride), Cl (hydrochloric acid). Run in C(C)O (ethanol), C(C)(=O)OCC (Ethyl acetate). Reaction conditions: time 18 hour. Product: NC1=NC(=CC(=N1)NC1=CC=C(C=C1)CCCC(=O)O)C1=C(C=CC(=C1)Cl)OCC (4-{4-[2-Amino-6-(5-chloro-2-ethoxy-phenyl)-pyrimidin4-ylamino]-phenyl}-butyric acid). The yield is 66.0%. RXN SMILES: C([O:3][C:4](=[O:32])[CH2:5][CH2:6][CH2:7][C:8]1[CH:13]=[CH:12][C:11]([NH:14][C:15]2[CH:20]=[C:19]([C:21]3[CH:26]=[C:25]([Cl:27])[CH:24]=[CH:23][C:22]=3[O:28][CH2:29][CH3:30])[N:18]=[C:17]([NH2:31])[N:16]=2)=[CH:10][CH:9]=1)C.[OH-].[Na+].[Cl-].[Na+].Cl>C(OCC)(=O)C.C(O)C>[NH2:31][C:17]1[N:16]=[C:15]([NH:14][C:11]2[CH:12]=[CH:13][C:8]([CH2:7][CH2:6][CH2:5][C:4]([OH:32])=[O:3])=[CH:9][CH:10]=2)[CH:20]=[C:19]([C:21]2[CH:26]=[C:25]([Cl:27])[CH:24]=[CH:23][C:22]=2[O:28][CH2:29][CH3:30])[N:18]=1 |f:1.2,3.4|. Procedure: A mixture of 4-{4-[2-amino-6-(5-chloro-2-ethoxy-phenyl)-pyrimidin-4-ylamino]-phenyl}-butyric acid ethyl ester (350 mg, 0.71 mmol), sodium hydroxide (150 mg, 3.8 mmol) and ethanol (5 ml) was stirred for 18 hours. Ethyl acetate (100 ml), saturated aqueous sodium chloride solution (100 ml) and concentrated hydrochloric acid (1 ml) were added and the mixture was stirred for 10 minutes. The organic layer was concentrated under reduced pressure. The residual solid was treated with water (25 ml) and st... The reactants are C(CCCCCCCCCCCO)O (1,12-dodecanediol), O (water), [H-].[Na+] (Sodium hydride), BrCCCCCCCCCCCCBr (1,12-dibromododecane). Solvent: CCCCCC (hexane), C1(=CC=CC=C1)C (toluene). Run at temperature 80 celsius, time 4 day. Yields the product BrCCCCCCCCCCCCOCCCCCCCCCCCCOCCCCCCCCCCCCBr (1,12-bis-(12-bromododecyloxy)-dodecane). Yield: 56.0%. Reaction SMILES: [H-].[Na+].[CH2:3]([OH:16])[CH2:4][CH2:5][CH2:6][CH2:7][CH2:8][CH2:9][CH2:10][CH2:11][CH2:12][CH2:13][CH2:14][OH:15].Br[CH2:18][CH2:19][CH2:20][CH2:21][CH2:22][CH2:23][CH2:24][CH2:25][CH2:26][CH2:27][CH2:28][CH2:29][Br:30].O>CCCCCC.C1(C)C=CC=CC=1>[Br:30][CH2:29][CH2:28][CH2:27][CH2:26][CH2:25][CH2:24][CH2:23][CH2:22][CH2:21][CH2:20][CH2:19][CH2:18][O:16][CH2:3][CH2:4][CH2:5][CH2:6][CH2:7][CH2:8][CH2:9][CH2:10][CH2:11][CH2:12][CH2:13][CH2:14][O:15][CH2:18][CH2:19][CH2:20][CH2:21][CH2:22][CH2:23][CH2:24][CH2:25][CH2:26][CH2:27][CH2:28][CH2:29][Br:30] |f:0.1|. Reported procedure: Sodium hydride (60%, 652 mg, 16.3 mmol) washed with hexane was suspended in toluene (3 ml), 1,12-dodecanediol (1.50 g, 7.41 mmol) was added, 1,12-dibromododecane (6.08 g, 18.5 mmol) was added, and the mixture was stirred at 80° C. for 4 days. The reaction mixture was cooled to room temperature, and pure water (30 ml) was added dropwise thereto in a water bath to quench the reaction. The mixture was extracted with chloroform (100 ml), and washed 3 times with 1N hydrochloric acid (30 ml), 3 times ... Starting materials: BrC/C=C/C(=O)O ((2E)-4-bromobut-2-enoic acid), Cl.ClC=1C=C(C=C(C1)NC=1C2=C(N=CN1)SC1=C2CCNC1)O (3-Chloro-5-(5,6,7,8-tetrahydropyrido[4′,3′:4,5]thieno[2,3-d]pyrimidin-4-ylamino)phenol hydrochloride), COCCNC (2-methoxy-N-methylethanamine). Product: ClC=1C=C(C=C(C1)NC=1C2=C(N=CN1)SC1=C2CCN(C1)C(\C=C\CN(C)CCOC)=O)O (3-Chloro-5-[(7-{(2E)-4-[(2-methoxyethyl)(methyl)amino]but-2-enoyl}-5,6,7,8-tetrahydropyrido[4′,3′:4,5]thieno[2,3-d]pyrimidin-4-yl)amino]phenol). Reaction SMILES: Br[CH2:2]/[CH:3]=[CH:4]/[C:5]([OH:7])=O.Cl.[Cl:9][C:10]1[CH:11]=[C:12]([OH:30])[CH:13]=[C:14]([NH:16][C:17]2[C:18]3[C:25]4[CH2:26][CH2:27][NH:28][CH2:29][C:24]=4[S:23][C:19]=3[N:20]=[CH:21][N:22]=2)[CH:15]=1.[CH3:31][O:32][CH2:33][CH2:34][NH:35][CH3:36]>>[Cl:9][C:10]1[CH:11]=[C:12]([OH:30])[CH:13]=[C:14]([NH:16][C:17]2[C:18]3[C:25]4[CH2:26][CH2:27][N:28]([C:5](=[O:7])/[CH:4]=[CH:3]/[CH2:2][N:35]([CH2:34][CH2:33][O:32][CH3:31])[CH3:36])[CH2:29][C:24]=4[S:23][C:19]=3[N:20]=[CH:21][N:22]=2)[CH:15]=1 |f:1.2|. Reported procedure: In analogy to Example 130, the title compound was prepared from (2E)-4-bromobut-2-enoic acid (84 mg, 0.41 mmol), 3-chloro-5-(5,6,7,8-tetrahydropyrido[4′,3′:4,5]thieno[2,3-d]pyrimidin-4-ylamino)phenol hydrochloride from Example 65A (100 mg, 0.27 mmol) and 2-methoxy-N-methylethanamine (39 mg, 0.43 mmol) to yield 24 mg (18%).